This data is from the Open Reaction Database (ORD), a public repository of structured organic reaction records. The task is: describe an organic reaction: reactants, conditions, products, and yield Starting materials: O=C(c1cnn(-c2ccccc2)c1)c1cc(Br)ccc1O, N#CCBr, CC(C)=O, [K+], [K+], O=C([O-])[O-]. Product: N#CCOc1ccc(Br)cc1C(=O)c1cnn(-c2ccccc2)c1. As a reaction SMILES: [Br:1][c:2]1[cH:3][cH:4][c:5]([OH:21])[c:6]([C:8](=[O:9])[c:10]2[cH:11][n:12][n:13](-[c:15]3[cH:16][cH:17][cH:18][cH:19][cH:20]3)[cH:14]2)[cH:7]1.[Br:22][CH2:23][C:24]#[N:25].[CH3:32][C:33](=[O:34])[CH3:35].[K+:26].[K+:27].[O-:28][C:29]([O-:30])=[O:31]>>[Br:1][c:2]1[cH:3][cH:4][c:5]([O:21][CH2:23][C:24]#[N:25])[c:6]([C:8](=[O:9])[c:10]2[cH:11][n:12][n:13](-[c:15]3[cH:16][cH:17][cH:18][cH:19][cH:20]3)[cH:14]2)[cH:7]1. Reactants: C(C)OC(C(C(C(C1=CC=C(C=C1)Cl)Br)=O)=NNC1=C(C=CC=C1)Cl)=O (4-bromo4-(4-chloro-phenyl)-2-[(2-chloro-phenyl)-hydrazono]-3-oxo-butyric acid ethyl ester), C(C)(=O)[O-].[Na+] (sodium acetate). Solvent: CO (methanol), C1CCCCC1 (cyclohexane). Conditions: time 2 hour. Yields the product C(C)OC(=O)C1=NN(C(=C1O)C1=CC=C(C=C1)Cl)C1=C(C=CC=C1)Cl (5-(4-Chlorophenyl)-1-(2-chlorophenyl)-4-hydroxy-1H-pyrazole-3-carboxylic Acid Ethyl Ester). Reaction SMILES: [CH2:1]([O:3][C:4](=[O:26])[C:5](=[N:17][NH:18][C:19]1[CH:24]=[CH:23][CH:22]=[CH:21][C:20]=1[Cl:25])[C:6](=[O:16])[CH:7](Br)[C:8]1[CH:13]=[CH:12][C:11]([Cl:14])=[CH:10][CH:9]=1)[CH3:2].C([O-])(=O)C.[Na+]>CO.C1CCCCC1>[CH2:1]([O:3][C:4]([C:5]1[C:6]([OH:16])=[C:7]([C:8]2[CH:13]=[CH:12][C:11]([Cl:14])=[CH:10][CH:9]=2)[N:18]([C:19]2[CH:24]=[CH:23][CH:22]=[CH:21][C:20]=2[Cl:25])[N:17]=1)=[O:26])[CH3:2] |f:1.2|. Reported procedure: A mixture of 4-bromo4-(4-chloro-phenyl)-2-[(2-chloro-phenyl)-hydrazono]-3-oxo-butyric acid ethyl ester (12.1 g, 26 mmol) and sodium acetate (10.8 g, 130 mmol) in methanol (100 ml) was heated at reflux for 4 hours, cooled, concentrated in vacuo and the residue partitioned between ethyl acetate and water. The organic layer was washed with brine, dried (Na2SO4) and concentrated in vacuo to afford a solid. A slurry of this material in cyclohexane was heated to reflux and allowed to stir at ambient t... Reactants: C(CCC)(=O)O (butyric acid), C(CCC)(=O)Cl (butyryl chloride). Reaction conditions: time 7 hour. Yields the product C(CCC)(=O)OC(CCC)=O (Butyric anhydride). As a reaction SMILES: [C:1]([OH:6])(=[O:5])[CH2:2][CH2:3][CH3:4].[C:7](Cl)(=[O:11])[CH2:8][CH2:9][CH3:10]>>[C:1]([O:6][C:7](=[O:11])[CH2:8][CH2:9][CH3:10])(=[O:5])[CH2:2][CH2:3][CH3:4]. Reported procedure: Molar quantities of butyric acid and butyryl chloride are heated together on a water-bath for 1 hour and then boiled for 7 hours in an oil-bath. Butyric anhydride, b.p. 198°-199° C./765 mm, is obtained on distillation of the resulting mixture.